Dataset: the Open Reaction Database (ORD), a public repository of structured organic reaction records. Task: describe an organic reaction: reactants, conditions, products, and yield The reactants are ClCCl, OCc1ccc2c(c1)OC(F)(F)O2, O=S(Cl)Cl. Product: FC1(F)Oc2ccc(CCl)cc2O1. As a reaction SMILES: [Cl:18][CH2:19][Cl:20].[F:5][C:6]1([F:17])[O:7][c:8]2[c:9]([cH:11][cH:12][c:13]([CH2:15][OH:16])[cH:14]2)[O:10]1.[S:1]([Cl:2])([Cl:3])=[O:4]>>[Cl:3][CH2:15][c:13]1[cH:12][cH:11][c:9]2[c:8]([cH:14]1)[O:7][C:6]([F:5])([F:17])[O:10]2. Reactants: C(C1=CC=CC=C1)N1CCC(=CC2=C1C=CC(=C2)C2=CC=C(C=C2)OCCOCCCC)C(=O)O (1-benzyl-7-[4-(2-butoxyethoxy)phenyl]-2,3-dihydro-1H-1-benzazepine-4-carboxylic acid), CN(C)C=O (DMF). Solvent: C1CCOC1 (THF). Run at time 30 minute. Product: C(C1=CC=CC=C1)N1CCC(=CC2=C1C=CC(=C2)C2=CC=C(C=C2)OCCOCCCC)C(=O)NC2=CC=C(C=C2)CN(C2CCOCC2)C (1-benzyl-7-[4-(2-butoxyethoxy)phenyl]-N-[4-[[N-methyl-N-(tetrahydro-2H-pyran-4-yl)amino]methyl]phenyl]-2,3-dihydro-1H-1-benzazepine-4-carboxamide). Reaction SMILES: [CH2:1]([N:8]1[C:14]2[CH:15]=[CH:16][C:17]([C:19]3[CH:24]=[CH:23][C:22]([O:25][CH2:26][CH2:27][O:28][CH2:29][CH2:30][CH2:31][CH3:32])=[CH:21][CH:20]=3)=[CH:18][C:13]=2[CH:12]=[C:11]([C:33](O)=[O:34])[CH2:10][CH2:9]1)[C:2]1[CH:7]=[CH:6][CH:5]=[CH:4][CH:3]=1.[CH3:36][N:37]([CH:39]=O)[CH3:38]>C1COCC1>[CH2:1]([N:8]1[C:14]2[CH:15]=[CH:16][C:17]([C:19]3[CH:20]=[CH:21][C:22]([O:25][CH2:26][CH2:27][O:28][CH2:29][CH2:30][CH2:31][CH3:32])=[CH:23][CH:24]=3)=[CH:18][C:13]=2[CH:12]=[C:11]([C:33]([NH:8][C:14]2[CH:15]=[CH:16][C:17]([CH2:39][N:37]([CH3:36])[CH:38]3[CH2:27][CH2:26][O:25][CH2:22][CH2:21]3)=[CH:18][CH:13]=2)=[O:34])[CH2:10][CH2:9]1)[C:2]1[CH:7]=[CH:6][CH:5]=[CH:4][CH:3]=1. Procedure: In THF (5 ml) was dissolved 1-benzyl-7-[4-(2-butoxyethoxy)phenyl]-2,3-dihydro-1H-1-benzazepine-4-carboxylic acid (0.3 g). Under ice-cooling, to the solution were added oxalyl (0.11 ml) and DMF (catalytic amount). The mixture was stirred at room temperature for 30 minutes, and the solvent was evaporated under reduced pressure. In THF (25 ml) was dissolved the residue, the solution was added dropwise to a solution of 4-[N-methyl-N-(tetrahydro-2H-pyran-4-yl)aminomethyl]aniline (0.15 g) and triethyl...